The task is: describe an organic reaction: reactants, conditions, products, and yield. This data is from the Open Reaction Database (ORD), a public repository of structured organic reaction records. The product is CSc1nccc(C(Cl)c2cccc(C#N)c2)n1. The reactants are ClC(Cl)(Cl)Cl, CSc1nccc(C(O)c2cccc(C#N)c2)n1. Reaction SMILES: [Cl:19][C:20]([Cl:21])([Cl:22])[Cl:23].[OH:1][CH:2]([c:3]1[cH:4][c:5]([C:6]#[N:7])[cH:8][cH:9][cH:10]1)[c:11]1[n:12][c:13]([S:17][CH3:18])[n:14][cH:15][cH:16]1>>[CH:2]([c:3]1[cH:4][c:5]([C:6]#[N:7])[cH:8][cH:9][cH:10]1)([c:11]1[n:12][c:13]([S:17][CH3:18])[n:14][cH:15][cH:16]1)[Cl:19]. Starting materials: resultant mixture, Cl (hydrochloric acid), BrC=1C=C(C=CC1)C1=CC=CC=C1 (3-bromobiphenyl), C(CCC)[Li] (n-butyllithium), CN(C=O)C (N,N-dimethylformamide). Run in C(C)(=O)OCC (ethyl acetate), CCCCCC (n-hexane), O1CCCC1 (tetrahydrofuran). Reaction conditions: time 1 hour. Yields the product C1(=CC=CC=C1)C=1C=C(C=O)C=CC1 (3-phenylbenzaldehyde). Yield: 80.6%. Reaction SMILES: Br[C:2]1[CH:3]=[C:4]([C:8]2[CH:13]=[CH:12][CH:11]=[CH:10][CH:9]=2)[CH:5]=[CH:6][CH:7]=1.C([Li])CCC.CN(C)[CH:21]=[O:22].Cl>O1CCCC1.C(OCC)(=O)C.CCCCCC>[C:8]1([C:4]2[CH:3]=[C:2]([CH:7]=[CH:6][CH:5]=2)[CH:21]=[O:22])[CH:9]=[CH:10][CH:11]=[CH:12][CH:13]=1. Procedure details: To a solution of 22.84 g (95.0 mmol) of 3-bromobiphenyl in 280 ml of dry tetrahydrofuran was added 61 ml (99.8 mmol) of n-butyllithium (1.64 mol/liter, n-hexane solution) at −70 ° C. under an atmosphere of nitrogen. The mixture was stirred at the same temperature for 1 hour, and to this was added dropwise 36.55 g (0.50 mol) of N,N-dimethylformamide. The resultant mixture was stirred overnight, while being slowly warmed to room temperature. To the reaction solution was added 400 ml of about 5% aq... Reactants: CN(CC(=O)O)C(=O)OC(C)(C)C, NNC(=O)OCc1ccccc1, CCN=C=NCCCN(C)C, CN(C)C=O, CCN(C(C)C)C(C)C, Cl, O, O, On1nnc2ccccc21. Yields the product CN(CC(=O)NNC(=O)OCc1ccccc1)C(=O)OC(C)(C)C. Reaction SMILES: [C:1]([CH3:2])([CH3:3])([CH3:4])[O:5][C:6](=[O:7])[N:8]([CH2:9][C:10](=[O:11])[OH:12])[CH3:13].[CH2:14]([c:15]1[cH:16][cH:17][cH:18][cH:19][cH:20]1)[O:21][C:22](=[O:23])[NH:24][NH2:25].[CH2:47]([N:48]=[C:49]=[N:50][CH2:51][CH2:52][CH2:53][N:54]([CH3:55])[CH3:56])[CH3:57].[CH3:58][N:59]([CH3:60])[CH:61]=[O:62].[CH:37]([N:38]([CH2:39][CH3:40])[CH:41]([CH3:42])[CH3:43])([CH3:44])[CH3:45].[ClH:46].[OH2:26].[OH2:63].[OH:27][n:28]1[c:29]2[cH:30][cH:31][cH:32][cH:33][c:34]2[n:35][n:36]1>>[C:1]([CH3:2])([CH3:3])([CH3:4])[O:5][C:6](=[O:7])[N:8]([CH2:9][C:10](=[O:12])[NH:25][NH:24][C:22]([O:21][CH2:14][c:15]1[cH:16][cH:17][cH:18][cH:19][cH:20]1)=[O:23])[CH3:13].